Dataset: the Open Reaction Database (ORD), a public repository of structured organic reaction records. Task: describe an organic reaction: reactants, conditions, products, and yield Reactants: CS(=O)(=O)O, ClCCl, O=C1CCc2cc(F)ccc21, [N-]=[N+]=[N-], [Na+], [Na+], [OH-]. The product is O=C1NCCc2cc(F)ccc21. Reaction SMILES: [CH3:12][S:13](=[O:14])(=[O:15])[OH:16].[Cl:23][CH2:24][Cl:25].[F:1][c:2]1[cH:3][c:4]2[c:8]([cH:9][cH:10]1)[C:7](=[O:11])[CH2:6][CH2:5]2.[N-:18]=[N+:19]=[N-:20].[Na+:17].[Na+:22].[OH-:21]>>[F:1][c:2]1[cH:3][c:4]2[c:8]([cH:9][cH:10]1)[C:7](=[O:11])[NH:18][CH2:6][CH2:5]2. Reactants: NC(CO)(C)C=1C=C2C=CC(=NC2=CC1)O[C@@H]1CC[C@H](CC1)C(C)(C)C (2-amino-2-(2-(trans-4-tert-butylcyclohexyloxy) quinolin-6-yl)propan-1-ol), C(=O)=O (CO2). Run in CO (MeOH). Product: N[C@](CO)(C)C=1C=C2C=CC(=NC2=CC1)O[C@@H]1CC[C@H](CC1)C(C)(C)C ((R)-2-amino-2-(2-(trans-4-tert-butylcyclohexyloxy)quinolin-6-yl)propan-1-ol). Yield: 36.8%. Reaction SMILES: [NH2:1][C:2]([C:6]1[CH:7]=[C:8]2[C:13](=[CH:14][CH:15]=1)[N:12]=[C:11]([O:16][C@H:17]1[CH2:22][CH2:21][C@H:20]([C:23]([CH3:26])([CH3:25])[CH3:24])[CH2:19][CH2:18]1)[CH:10]=[CH:9]2)([CH3:5])[CH2:3][OH:4].C(=O)=O>CO>[NH2:1][C@@:2]([C:6]1[CH:7]=[C:8]2[C:13](=[CH:14][CH:15]=1)[N:12]=[C:11]([O:16][C@H:17]1[CH2:18][CH2:19][C@H:20]([C:23]([CH3:26])([CH3:25])[CH3:24])[CH2:21][CH2:22]1)[CH:10]=[CH:9]2)([CH3:5])[CH2:3][OH:4]. Reported procedure: SFC separation of the above 2-amino-2-[2-(4-trans-tert-butyl-cyclohexyloxy)-quinolin-6-yl]-propan-1-ol (Example 78) (100 mg, 0.3 mmol) with Whelk-01 (R,R) (3×15 cm) 08-10149 in 15% MeOH(0.1% DEA)/CO2, 100 bar, 85 mL/min, 220 nm gave 62 mg of peak 1 (>99% ee) and 12 mg of peak 2 (>99% ee). Peak 1 was subjected to chromatography purification with CH2Cl2/MeOH(20-50%) give (R)-2-amino-2-(2-(trans-4-tert-butylcyclohexyloxy)quinolin-6-yl)propan-1-ol as a foamy solid (39.4 mg). LCMS 1.42 min 357.30 ([M... The reactants are C(C)(=O)O[BH-](OC(C)=O)OC(C)=O.[Na+] (sodium triacetoxyborohydride), NC[C@H]1CN(C[C@H]1O)CCN1C(C=CC2=CC=C(C=C12)OC)=O (1-{2-[(3S,4S)-3-(Aminomethyl)-4-hydroxy-1-pyrrolidinyl]ethyl}-7-(methyloxy)-2(1H)-quinolinone), O=C1NC2=C(SC1)C=CC(=N2)C=O (3-oxo-3,4-dihydro-2H-pyrido[3,2-b][1,4]thiazine-6-carboxaldehyde), C(Cl)Cl (DCM), C([O-])([O-])=O.[Na+].[Na+] (sodium carbonate). Run in CO (MeOH). Run at time 18 hour. Yields the product Cl.Cl.O[C@H]1[C@H](CN(C1)CCN1C(C=CC2=CC=C(C=C12)OC)=O)CNCC=1C=CC=2SCC(NC2N1)=O (6-({[((3S,4S)-4-hydroxy-1-{2-[7-(methyloxy)-2-oxo-1(2H)-quinolinyl]ethyl}-3-pyrrolidinyl)methyl]amino}methyl)-2H-pyrido[3,2-b][1,4]thiazin-3(4H)-one Dihydrochloride). Isolated yield 40.0%. As a reaction SMILES: [NH2:1][CH2:2][C@@H:3]1[C@H:7]([OH:8])[CH2:6][N:5]([CH2:9][CH2:10][N:11]2[C:20]3[C:15](=[CH:16][CH:17]=[C:18]([O:21][CH3:22])[CH:19]=3)[CH:14]=[CH:13][C:12]2=[O:23])[CH2:4]1.[O:24]=[C:25]1[CH2:30][S:29][C:28]2[CH:31]=[CH:32][C:33]([CH:35]=O)=[N:34][C:27]=2[NH:26]1.C(=O)([O-])[O-].[Na+].[Na+].C(O[BH-](OC(=O)C)OC(=O)C)(=O)C.[Na+].C(Cl)[Cl:58]>CO>[ClH:58].[ClH:58].[OH:8][C@@H:7]1[CH2:6][N:5]([CH2:9][CH2:10][N:11]2[C:20]3[C:15](=[CH:16][CH:17]=[C:18]([O:21][CH3:22])[CH:19]=3)[CH:14]=[CH:13][C:12]2=[O:23])[CH2:4][C@@H:3]1[CH2:2][NH:1][CH2:35][C:33]1[CH:32]=[CH:31][C:28]2[S:29][CH2:30][C:25](=[O:24])[NH:26][C:27]=2[N:34]=1 |f:2.3.4,5.6,9.10.11|. Procedure details: 1-{2-[(3S,4S)-3-(Aminomethyl)-4-hydroxy-1-pyrrolidinyl]ethyl}-7-(methyloxy)-2(1H)-quinolinone (146 mg, 0.460 mmol) and 3-oxo-3,4-dihydro-2H-pyrido[3,2-b][1,4]thiazine-6-carboxaldehyde (for a synthesis, see WO2004058144, Example 7(d)) (98 mg, 0.506 mmol) were combined in anhydrous DCM (5 ml) and anhydrous MeOH (1 ml) with a spatula of solid sodium carbonate. The reaction mixture was stirred under nitrogen for 18 h then sodium triacetoxyborohydride (306 mg, 1.38 mmol) was added and stirred for 1 h...